Dataset: the Open Reaction Database (ORD), a public repository of structured organic reaction records. Task: describe an organic reaction: reactants, conditions, products, and yield Starting materials: O (water), S(O)(O)(=O)=O (sulfuric acid), BrC(C(=O)O)CCCC1=CC=C(C=C1)OC (2-bromo-5-(4-methoxyphenyl)pentanoic acid), crude product, C(C)O (ethanol). Yields the product BrC(C(=O)OCC)CCCC1=CC=C(C=C1)OC (ethyl 2-bromo-5-(4-methoxyphenyl)pentanoate). RXN SMILES: S(=O)(=O)(O)O.[Br:6][CH:7]([CH2:11][CH2:12][CH2:13][C:14]1[CH:19]=[CH:18][C:17]([O:20][CH3:21])=[CH:16][CH:15]=1)[C:8]([OH:10])=[O:9].O.[CH2:23](O)[CH3:24]>>[Br:6][CH:7]([CH2:11][CH2:12][CH2:13][C:14]1[CH:15]=[CH:16][C:17]([O:20][CH3:21])=[CH:18][CH:19]=1)[C:8]([O:10][CH2:23][CH3:24])=[O:9]. Procedure details: Concentrated sulfuric acid (1 ml) was added to a solution of the 2-bromo-5-(4-methoxyphenyl)pentanoic acid crude product (Reference Example 37) (1000 mg) in ethanol (15 ml) at room temperature and the resulting mixture was heated under reflux for 2 hours. After being allowed to cool to room temperature, the reaction solution was poured into water (50 ml) and extracted with ethyl acetate (50 ml). The organic layer was washed with a saturated aqueous sodium hydrogencarbonate solution (30 ml) and a... The reactants are COc1ccc(CSC2CC(C(=O)O)N(C(=O)OC(C)(C)C)C2)cc1, CN1CCOCC1, CCN=C=NCCCN(C)C, CNOC, ClCCl, Cl, On1nnc2ccccc21. Yields the product COc1ccc(CSC2CC(C(=O)N(C)OC)N(C(=O)OC(C)(C)C)C2)cc1. As a reaction SMILES: [C:1]([CH3:2])([CH3:3])([CH3:4])[O:5][C:6](=[O:7])[N:8]1[CH:9]([C:23](=[O:24])[OH:25])[CH2:10][CH:11]([S:13][CH2:14][c:15]2[cH:16][cH:17][c:18]([O:21][CH3:22])[cH:19][cH:20]2)[CH2:12]1.[CH3:26][N:27]1[CH2:28][CH2:29][O:30][CH2:31][CH2:32]1.[CH3:43][CH2:44][N:45]=[C:46]=[N:47][CH2:48][CH2:49][CH2:50][N:51]([CH3:52])[CH3:53].[CH3:55][NH:56][O:57][CH3:58].[Cl:59][CH2:60][Cl:61].[ClH:54].[OH:33][n:34]1[c:35]2[cH:36][cH:37][cH:38][cH:39][c:40]2[n:41][n:42]1>>[C:1]([CH3:2])([CH3:3])([CH3:4])[O:5][C:6](=[O:7])[N:8]1[CH:9]([C:23](=[O:25])[N:56]([CH3:55])[O:57][CH3:58])[CH2:10][CH:11]([S:13][CH2:14][c:15]2[cH:16][cH:17][c:18]([O:21][CH3:22])[cH:19][cH:20]2)[CH2:12]1. Reactants: COC=1C(=C(C(=O)C(C(=O)OCC)=COCC)C=C(C1F)F)F (ethyl 2-(3-methoxy-2,4,5-triflurobenzoyl)-3-ethoxyacrylate), C1(CC1)N (cyclopropylamine). The solvent is C(Cl)Cl (methylene chloride), C(Cl)Cl (methylene chloride). Conditions: time 2 hour. Product: COC=1C(=C(C(=O)C(C(=O)OCC)=CNC2CC2)C=C(C1F)F)F (Ethyl 2-(3-methoxy-2,4,5-trifluorobenzoyl)-3-cyclopropylaminoacrylate). Yield: 62.0%. RXN SMILES: [CH3:1][O:2][C:3]1[C:4]([F:23])=[C:5]([CH:18]=[C:19]([F:22])[C:20]=1[F:21])[C:6]([C:8](=[CH:14]OCC)[C:9]([O:11][CH2:12][CH3:13])=[O:10])=[O:7].[CH:24]1([NH2:27])[CH2:26][CH2:25]1>C(Cl)Cl>[CH3:1][O:2][C:3]1[C:4]([F:23])=[C:5]([CH:18]=[C:19]([F:22])[C:20]=1[F:21])[C:6]([C:8](=[CH:14][NH:27][CH:24]1[CH2:26][CH2:25]1)[C:9]([O:11][CH2:12][CH3:13])=[O:10])=[O:7]. Procedure: To a solution of ethyl 2-(3-methoxy-2,4,5-triflurobenzoyl)-3-ethoxyacrylate (590 mg, 1.8 mmol) in methylene chloride (15 mL) at 0° C. was added a solution of cyclopropylamine (114 mg, 1.98 mmol, 1.2 equiv) in methylene chloride (5 mL). The reaction mixture was warmed to room temperature and allowed to stir for 2 hours. The solvent was removed in vacuo and the crude concentrate was purified by flash chromatography on silica gel (methylene chloride/ethyl acetate 50:1 v/v) to provide 438 mg, 62% yi... Reactants: NC1=NC(=NN1C1=CC=C(C#N)C=C1)NC1=C(C=C(C=C1)OC)OC (4-[5-Amino-3-(2,4-dimethoxy-phenylamino)-[1,2,4]triazol-1-yl]-benzonitrile), C[Si](C)(C)N=[N+]=[N-] (trimethylsilyl azide), C(CCC)[Sn](CCCC)=O (di-butyltin oxide). Run in C1(=CC=CC=C1)C (toluene). Reaction conditions: temperature 110 celsius. Yields the product COC1=C(C=CC(=C1)OC)NC1=NN(C(=N1)N)C1=CC=C(C=C1)C1=NN=NN1 (N3-(2,4-Dimethoxy-phenyl)-1-[4-(1H-tetrazol-5-yl)-phenyl]-1H-[1,2,4]triazole-3,5-diamine). Isolated yield 22.8%. As a reaction SMILES: [NH2:1][C:2]1[N:6]([C:7]2[CH:14]=[CH:13][C:10]([C:11]#[N:12])=[CH:9][CH:8]=2)[N:5]=[C:4]([NH:15][C:16]2[CH:21]=[CH:20][C:19]([O:22][CH3:23])=[CH:18][C:17]=2[O:24][CH3:25])[N:3]=1.C[Si]([N:30]=[N+:31]=[N-:32])(C)C.C([Sn](=O)CCCC)CCC>C1(C)C=CC=CC=1>[CH3:25][O:24][C:17]1[CH:18]=[C:19]([O:22][CH3:23])[CH:20]=[CH:21][C:16]=1[NH:15][C:4]1[N:3]=[C:2]([NH2:1])[N:6]([C:7]2[CH:8]=[CH:9][C:10]([C:11]3[NH:32][N:31]=[N:30][N:12]=3)=[CH:13][CH:14]=2)[N:5]=1. Procedure details: 4-[5-Amino-3-(2,4-dimethoxy-phenylamino)-[1,2,4]triazol-1-yl]-benzonitrile (52 mg, 0.15 mmol) and trimethylsilyl azide (20 mg, 0.165 mol) were suspended in 1 mL toluene with a catalytic amount of di-butyltin oxide and heated to 110° C. for 18 hours. The toluene was evaporated and the residue purified by preparative HPLC affording 13 mg product as the TFA salt. Reactants: Brc1cccc(CN2CCOCC2)n1, CC(C)[N-]C(C)C, [Cl-], [Li+], [NH4+], C1CCOC1, OCn1nnc2ccccc21. The product is OCC(c1cccc(Br)n1)N1CCOCC1. RXN SMILES: [Br:1][c:2]1[cH:3][cH:4][cH:5][c:6]([CH2:8][N:9]2[CH2:10][CH2:11][O:12][CH2:13][CH2:14]2)[n:7]1.[CH3:16][CH:17]([N-:18][CH:19]([CH3:20])[CH3:21])[CH3:22].[Cl-:34].[Li+:15].[NH4+:35].[O:36]1[CH2:37][CH2:38][CH2:39][CH2:40]1.[n:23]1([CH2:32][OH:33])[c:24]2[cH:25][cH:26][cH:27][cH:28][c:29]2[n:30][n:31]1>>[Br:1][c:2]1[cH:3][cH:4][cH:5][c:6]([CH:8]([N:9]2[CH2:10][CH2:11][O:12][CH2:13][CH2:14]2)[CH2:32][OH:33])[n:7]1. Starting materials: NN1C(NC2=CC=CC=C2C1=O)=O (3-Amino-1H-quinazoline-2,4-dione), C12(CC3CC(CC(C1)C3)C2)CC(=O)Cl (1-adamantaneacetyl chloride). Yields the product C12(CC3CC(CC(C1)C3)C2)CC(=O)NN2C(NC3=CC=CC=C3C2=O)=O (2-(1-adamantyl)-N-(2,4-dioxo-1,4-dihydroquinazolin-3(2H)-yl)acetamide). RXN SMILES: [NH2:1][N:2]1[C:11](=[O:12])[C:10]2[C:5](=[CH:6][CH:7]=[CH:8][CH:9]=2)[NH:4][C:3]1=[O:13].[C:14]12([CH2:24][C:25](Cl)=[O:26])[CH2:23][CH:18]3[CH2:19][CH:20]([CH2:22][CH:16]([CH2:17]3)[CH2:15]1)[CH2:21]2>>[C:14]12([CH2:24][C:25]([NH:1][N:2]3[C:11](=[O:12])[C:10]4[C:5](=[CH:6][CH:7]=[CH:8][CH:9]=4)[NH:4][C:3]3=[O:13])=[O:26])[CH2:21][CH:20]3[CH2:19][CH:18]([CH2:17][CH:16]([CH2:22]3)[CH2:15]1)[CH2:23]2. Procedure details: 3-Amino-1H-quinazoline-2,4-dione and 1-adamantaneacetyl chloride were reacted as describe in Example 5 to provide the title compound. 1H NMR (300 MHz, DMSO-d6) δ ppm 1.58-1.68 (m, 12H), 1.92-1.98 (m, 3H), 1.98-2.07 (m, 2H), 7.21-7.27 (m, 2H), 7.68-7.74 (m, 1H), 7.93-7.96 (m, 1H), 10.34 (s, 1H), 11.51 (s, 1H) ppm; MS (DCI/NH3) m/z 354 (M+H)+; Elemental Analysis: Calculated for 1.58-1.68 (m, 12H), 1.92-1.98 (m, 3H), 1.98-2.07 (m, 2H), 7.21-7.27 (m, 2H), 7.68-7.74 (m, 1H), 7.93-7.96 (m, 1H), 10.34 ... Starting materials: COc1ccc(CN(Cc2ccc(OC)cc2)c2ncc(-c3nc(N4CCOCC4)nc4c3CCN4)cn2)cc1, Cn1nccc1N, COc1ccc(CN(Cc2ccc(OC)cc2)c2ncc(-c3nc(N4CCOCC4)nc4c3CCN4C(=O)Nc3ccnn3C)cn2)cc1. The product is Cn1nccc1NC(=O)N1CCc2c(-c3cnc(N)nc3)nc(N3CCOCC3)nc21. RXN SMILES: [CH3:1][O:2][c:3]1[cH:4][cH:5][c:6]([CH2:7][N:8]([CH2:9][c:10]2[cH:11][cH:12][c:13]([O:14][CH3:15])[cH:16][cH:17]2)[c:18]2[n:19][cH:20][c:21](-[c:22]3[c:23]4[c:27]([n:28][c:29]([N:30]5[CH2:31][CH2:32][O:33][CH2:34][CH2:35]5)[n:36]3)[NH:26][CH2:25][CH2:24]4)[cH:37][n:38]2)[cH:39][cH:40]1.[CH3:41][n:42]1[c:43]([NH2:44])[cH:45][cH:46][n:47]1.[CH3:48][n:49]1[n:50][cH:51][cH:52][c:53]1[NH:54][C:55](=[O:56])[N:57]1[CH2:58][CH2:59][c:60]2[c:61]1[n:62][c:63]([N:91]1[CH2:92][CH2:93][O:94][CH2:95][CH2:96]1)[n:64][c:65]2-[c:66]1[cH:67][n:68][c:69]([N:72]([CH2:73][c:74]2[cH:75][cH:76][c:77]([O:78][CH3:79])[cH:80][cH:81]2)[CH2:82][c:83]2[cH:84][cH:85][c:86]([O:87][CH3:88])[cH:89][cH:90]2)[n:70][cH:71]1>>[CH3:48][n:49]1[n:50][cH:51][cH:52][c:53]1[NH:54][C:55](=[O:56])[N:57]1[CH2:58][CH2:59][c:60]2[c:61]1[n:62][c:63]([N:91]1[CH2:92][CH2:93][O:94][CH2:95][CH2:96]1)[n:64][c:65]2-[c:66]1[cH:67][n:68][c:69]([NH2:72])[n:70][cH:71]1. Starting materials: resultant mixture, C(C)(C)(C)OC(=O)N1CCC(CC1)CCCN (4-(3-Aminopropyl)-piperidine-1-carboxylic acid tert-butyl ester), CNC(=O)C=1C=CC2=C(SC(=C2)C2=NC(=NC=C2Cl)Cl)C1 (2-(2,5-dichloropyrimidin-4-yl)-benzo[b]thiophene-6-carboxylic acid methylamide), C(C)(C)N(CC)C(C)C (diisopropylethylamine), C(C)[SiH](CC)CC (triethylsilane), C(=O)(C(F)(F)F)O (TFA). The solvent is O1CCOCC1 (1,4-dioxane), ClCCl (dichloromethane). Conditions: time 2 hour. The product is CNC(=O)C=1C=CC2=C(SC(=C2)C2=NC(=NC=C2Cl)NCCCC2CCNCC2)C1 (2-[5-chloro-2-(3-piperidin-4-ylpropylamino)-pyrimidin-4-yl]-benzo[b]thiophene-6-carboxylic acid methylamide), solid. Yield: 49.0%. As a reaction SMILES: C(OC([N:8]1[CH2:13][CH2:12][CH:11]([CH2:14][CH2:15][CH2:16][NH2:17])[CH2:10][CH2:9]1)=O)(C)(C)C.[CH3:18][NH:19][C:20]([C:22]1[CH:23]=[CH:24][C:25]2[CH:29]=[C:28]([C:30]3[C:35]([Cl:36])=[CH:34][N:33]=[C:32](Cl)[N:31]=3)[S:27][C:26]=2[CH:38]=1)=[O:21].C(N(C(C)C)CC)(C)C.C([SiH](CC)CC)C.C(O)(C(F)(F)F)=O>O1CCOCC1.ClCCl>[CH3:18][NH:19][C:20]([C:22]1[CH:23]=[CH:24][C:25]2[CH:29]=[C:28]([C:30]3[C:35]([Cl:36])=[CH:34][N:33]=[C:32]([NH:17][CH2:16][CH2:15][CH2:14][CH:11]4[CH2:10][CH2:9][NH:8][CH2:13][CH2:12]4)[N:31]=3)[S:27][C:26]=2[CH:38]=1)=[O:21]. Procedure: 4-(3-Aminopropyl)-piperidine-1-carboxylic acid tert-butyl ester (0.72 g, 3.0 mmol) is added to a stirred suspension of 2-(2,5-dichloropyrimidin-4-yl)-benzo[b]thiophene-6-carboxylic acid methylamide (0.40 g, 1.2 mmol) and diisopropylethylamine (0.38 g, 3.0 mmol) in anhydrous 1,4-dioxane (15 mL) at room temperature under nitrogen. The resultant mixture is heated in an oil bath at 90° C. for 12 hours. At room temperature, the mixture is concentrated and the resultant solid is washed with diethyl et...